Task: describe an organic reaction: reactants, conditions, products, and yield. Dataset: the Open Reaction Database (ORD), a public repository of structured organic reaction records Reactants: CC(=O)O[BH-](OC(C)=O)OC(C)=O, C1COCCN1, COC(=O)c1ccc(C=O)cc1, ClCCCl, [Na+], [Na+], [OH-], O. Yields the product COC(=O)c1ccc(CN2CCOCC2)cc1. Reaction SMILES: [C:19]([O:20][BH-:21]([O:22][C:23](=[O:24])[CH3:25])[O:26][C:27](=[O:28])[CH3:29])(=[O:30])[CH3:31].[CH2:13]1[CH2:14][O:15][CH2:16][CH2:17][NH:18]1.[CH3:1][O:2][C:3]([c:4]1[cH:5][cH:6][c:7]([CH:10]=[O:11])[cH:8][cH:9]1)=[O:12].[Cl:36][CH2:37][CH2:38][Cl:39].[Na+:32].[Na+:34].[OH-:33].[OH2:35]>>[CH3:1][O:2][C:3]([c:4]1[cH:5][cH:6][c:7]([CH2:10][N:18]2[CH2:13][CH2:14][O:15][CH2:16][CH2:17]2)[cH:8][cH:9]1)=[O:12]. Reagents/catalysts: Cl[Pd]Cl.C1(=CC=CC=C1)P([C-]1C=CC=C1)C1=CC=CC=C1.[C-]1(C=CC=C1)P(C1=CC=CC=C1)C1=CC=CC=C1.[Fe+2] ([1,1′-bis(diphenylphosphino)ferrocene]-dichloropalladium(II)). Reactants: ClC1=CC=C(C=N1)C(C)=O (1-(6-chloro-3-pyridinyl)-1-ethanone), solution, C(C)[Zn]CC (diethyl zinc), CCCCCC (hexane), CN(C)CCO (N,N-dimethylaminoethanol). RXN SMILES: Cl[C:2]1[N:7]=[CH:6][C:5]([C:8](=[O:10])[CH3:9])=[CH:4][CH:3]=1.[CH2:11]([Zn]CC)[CH3:12].CCCCCC.CN(CCO)C>C1COCC1.Cl[Pd]Cl.C1(P(C2C=CC=CC=2)[C-]2C=CC=C2)C=CC=CC=1.[C-]1(P(C2C=CC=CC=2)C2C=CC=CC=2)C=CC=C1.[Fe+2]>[CH2:11]([C:2]1[N:7]=[CH:6][C:5]([C:8](=[O:10])[CH3:9])=[CH:4][CH:3]=1)[CH3:12] |f:5.6.7.8|. Run in C1CCOC1 (THF). Yields the product C(C)C1=CC=C(C=N1)C(C)=O (1-(6-Ethyl-pyridin-3-yl)-ethanone). Reported procedure: A dry round bottomed flask was charged with 1-(6-chloro-3-pyridinyl)-1-ethanone (IM15) (3.596 g, 23.11 mmol) and [1,1′-bis(diphenylphosphino)ferrocene]-dichloropalladium(II) (1.694 g, 2.315 mmol) in THF (100 mL) under N2. A 1 M solution of diethyl zinc in hexane (35 mL, 35 mmol) was added drop wise to this mixture followed by N,N-dimethylaminoethanol (0.50 mL, 5.0 mmol). The mixture was heated to reflux for 30 minutes. The mixture was cooled to room temperature and then quenched by the addition ... Yield: 20.0%. Reactants: O=C(OCCCCl)c1ccccc1, CN(C)C=O, [H-], [I-], CC(C)c1[nH]nc(O[Si](C(C)C)(C(C)C)C(C)C)c1Cc1ccc(I)cc1, [K+], [Na+], O. Product: CC(C)c1c(Cc2ccc(I)cc2)c(O[Si](C(C)C)(C(C)C)C(C)C)nn1CCCOC(=O)c1ccccc1. RXN SMILES: [C:30]([c:31]1[cH:32][cH:33][cH:34][cH:35][cH:36]1)(=[O:37])[O:38][CH2:39][CH2:40][CH2:41][Cl:42].[CH3:45][N:46]([CH3:47])[CH:48]=[O:49].[H-:28].[I-:44].[I:1][c:2]1[cH:3][cH:4][c:5]([CH2:8][c:9]2[c:10]([O:17][Si:18]([CH:19]([CH3:20])[CH3:21])([CH:22]([CH3:23])[CH3:24])[CH:25]([CH3:26])[CH3:27])[n:11][nH:12][c:13]2[CH:14]([CH3:15])[CH3:16])[cH:6][cH:7]1.[K+:43].[Na+:29].[OH2:50]>>[I:1][c:2]1[cH:3][cH:4][c:5]([CH2:8][c:9]2[c:10]([O:17][Si:18]([CH:19]([CH3:20])[CH3:21])([CH:22]([CH3:23])[CH3:24])[CH:25]([CH3:26])[CH3:27])[n:11][n:12]([CH2:41][CH2:40][CH2:39][O:38][C:30]([c:31]3[cH:32][cH:33][cH:34][cH:35][cH:36]3)=[O:37])[c:13]2[CH:14]([CH3:15])[CH3:16])[cH:6][cH:7]1. The reactants are C(C1=CC=CC=C1)N (benzylamine), N([C@@H](CCCCNC(=O)C(F)(F)F)C(=O)O)C(=O)OC(C)(C)C (Boc-Lys(Tfa)-OH), N1(N=NC2=C1C=CC=C2)O (1H-benzo[d][1,2,3]triazol-1-ol), Cl.C(C)N=C=NCCCN(C)C (1-ethyl-3-(3-dimethylaminopropyl)carbodiimide hydrochloride). Run in [Cl-].[Na+].O (brine), CCCCCC (hexane), C(C)(=O)OCC (ethyl acetate), CN(C)C=O (DMF). Run at time 5 minute. Yields the product C(C1=CC=CC=C1)NC([C@H](CCCCNC(C(F)(F)F)=O)NC(OC(C)(C)C)=O)=O ((S)-tert-butyl (1-(benzylamino)-1-oxo-6-(2,2,2-trifluoroacetamido)hexan-2-yl)carbamate). Yield: 102.5%. As a reaction SMILES: [NH:1]([C:17]([O:19][C:20]([CH3:23])([CH3:22])[CH3:21])=[O:18])[C@H:2]([C:14]([OH:16])=O)[CH2:3][CH2:4][CH2:5][CH2:6][NH:7][C:8]([C:10]([F:13])([F:12])[F:11])=[O:9].N1(O)C2C=CC=CC=2N=N1.Cl.C(N=C=NCCCN(C)C)C.[CH2:46]([NH2:53])[C:47]1[CH:52]=[CH:51][CH:50]=[CH:49][CH:48]=1>CN(C=O)C.[Cl-].[Na+].O.CCCCCC.C(OCC)(=O)C>[CH2:46]([NH:53][C:14](=[O:16])[C@@H:2]([NH:1][C:17](=[O:18])[O:19][C:20]([CH3:23])([CH3:22])[CH3:21])[CH2:3][CH2:4][CH2:5][CH2:6][NH:7][C:8](=[O:9])[C:10]([F:11])([F:12])[F:13])[C:47]1[CH:52]=[CH:51][CH:50]=[CH:49][CH:48]=1 |f:2.3,6.7.8|. Procedure details: A solution of Boc-Lys(Tfa)-OH (Compound tk96) (104 mg, 0.304 mmol) and 1H-benzo[d][1,2,3]triazol-1-ol (HOBT) (61.6 mg, 0.456 mmol) in DMF (0.5 mL) was cooled in an ice bath under a nitrogen atmosphere, followed by addition of 1-ethyl-3-(3-dimethylaminopropyl)carbodiimide hydrochloride (WSCI.HCl) (87 mg, 0.456 mmol). The reaction mixture was stirred at the same temperature for 5 minutes, followed by addition of benzylamine (40 μL, 0.365 mmol). The reaction mixture was stirred at room temperature ... Reactants: CC#N, Nc1nccc(-c2c(-c3ccc(F)cc3)nc3cc(C4CCN(C(=O)OCc5ccccc5)CC4)ccn23)n1. Yields the product Nc1nccc(-c2c(-c3ccc(F)cc3)nc3cc(C4CCNCC4)ccn23)n1. Reaction SMILES: [CH3:40][C:41]#[N:42].[NH2:1][c:2]1[n:3][cH:4][cH:5][c:6](-[c:8]2[c:9](-[c:33]3[cH:34][cH:35][c:36]([F:39])[cH:37][cH:38]3)[n:10][c:11]3[n:12]2[cH:13][cH:14][c:15]([CH:17]2[CH2:18][CH2:19][N:20]([C:23]([O:24][CH2:25][c:26]4[cH:27][cH:28][cH:29][cH:30][cH:31]4)=[O:32])[CH2:21][CH2:22]2)[cH:16]3)[n:7]1>>[NH2:1][c:2]1[n:3][cH:4][cH:5][c:6](-[c:8]2[c:9](-[c:33]3[cH:34][cH:35][c:36]([F:39])[cH:37][cH:38]3)[n:10][c:11]3[n:12]2[cH:13][cH:14][c:15]([CH:17]2[CH2:18][CH2:19][NH:20][CH2:21][CH2:22]2)[cH:16]3)[n:7]1. Reactants: C(C1=CC=CC=C1)(=O)O[C@@H]1[C@H](O[C@@H]([C@H]([C@@H]1OC(C1=CC=CC=C1)=O)OC(C1=CC=CC=C1)=O)COC(C1=CC=CC=C1)=O)O[C@@H]1[C@H]([C@H](OCCN=[N+]=[N-])O[C@@H]([C@H]1OCC1=CC=CC=C1)CO[C@@H]1[C@@H](OC(C2=CC=CC=C2)=O)[C@@H](OC(C2=CC=CC=C2)=O)[C@H](OC(C2=CC=CC=C2)=O)[C@H](O1)COC(C1=CC=CC=C1)=O)F (2-azidoethyl 2,3,4,6-tetra-O-benzoyl-α-D-mannopyranosyl-(1→3)-[2,3,4,6-tetra-O-benzoyl-α-D-mannopyranosyl-(1→6)]-4-O-benzyl-2-deoxy-2-fluoro-β-D-glucopyranoside), O([Na])C (NaOCH3). Solvent: CO (CH3OH). Run at time 24 hour. Yields the product [C@H]1([C@@H](O)[C@@H](O)[C@H](O)[C@H](O1)CO)O[C@@H]1[C@H]([C@H](OCCN=[N+]=[N-])O[C@@H]([C@H]1OCC1=CC=CC=C1)CO[C@@H]1[C@@H](O)[C@@H](O)[C@H](O)[C@H](O1)CO)F (2-azidoethyl α-D-mannopyranosyl-(1→3)-[α-D-mannopyranosyl-(1→6)]-4-O-benzyl-2-deoxy-2-fluoro-β-D-glucopyranoside). RXN SMILES: C([O:9][C@H:10]1[C@@H:15]([O:16]C(=O)C2C=CC=CC=2)[C@H:14]([O:25]C(=O)C2C=CC=CC=2)[C@@H:13]([CH2:34][O:35]C(=O)C2C=CC=CC=2)[O:12][C@@H:11]1[O:44][C@H:45]1[C@H:56]([O:57][CH2:58][C:59]2[CH:64]=[CH:63][CH:62]=[CH:61][CH:60]=2)[C@@H:55]([CH2:65][O:66][C@H:67]2[O:99][C@H:98]([CH2:100][O:101]C(=O)C3C=CC=CC=3)[C@@H:88]([O:89]C(=O)C3C=CC=CC=3)[C@H:78]([O:79]C(=O)C3C=CC=CC=3)[C@@H:68]2[O:69]C(=O)C2C=CC=CC=2)[O:54][C@@H:47]([O:48][CH2:49][CH2:50][N:51]=[N+:52]=[N-:53])[C@@H:46]1[F:110])(=O)C1C=CC=CC=1.O(C)[Na]>CO>[C@H:11]1([O:44][C@H:45]2[C@H:56]([O:57][CH2:58][C:59]3[CH:60]=[CH:61][CH:62]=[CH:63][CH:64]=3)[C@@H:55]([CH2:65][O:66][C@H:67]3[O:99][C@H:98]([CH2:100][OH:101])[C@@H:88]([OH:89])[C@H:78]([OH:79])[C@@H:68]3[OH:69])[O:54][C@@H:47]([O:48][CH2:49][CH2:50][N:51]=[N+:52]=[N-:53])[C@@H:46]2[F:110])[O:12][C@H:13]([CH2:34][OH:35])[C@@H:14]([OH:25])[C@H:15]([OH:16])[C@@H:10]1[OH:9]. Procedure details: To a solution of 2-azidoethyl 2,3,4,6-tetra-O-benzoyl-α-D-mannopyranosyl-(1→3)-[2,3,4,6-tetra-O-benzoyl-α-D-mannopyranosyl-(1→6)]-4-O-benzyl-2-deoxy-2-fluoro-β-D-glucopyranoside (5.0 g, 3.34 mmol) in CH3OH (40 mL) was added NaOCH3 (1.0 mL, 0.5 mmol, 0.5 M in CH3OH). After stirring at rt for 24 hr, amberlite IR 120 (H) ion exchange resin (pre-washed with CH3OH 3×30 mL) was added to the reaction mixture. After 15 min, the resin was filtered off and washed with CH3OH (3×5 mL). The filtrate was conc... Starting materials: C1(=CC=CC=C1)S(=O)(=O)C=1C=C2CCCC(C2=CC1)C#N (6-Benzenesulfonyl-1,2,3,4-tetrahydro-naphthalene-1-carbonitrile). Solvent: O1CCCC1 (tetrahydrofuran). Product: C1(=CC=CC=C1)S(=O)(=O)C=1C=C2CCCC(C2=CC1)CN (C-(6-benzenesulfonyl-1,2,3,4-tetrahydro-naphthalen-1-yl)-methylamine). RXN SMILES: [C:1]1([S:7]([C:10]2[CH:11]=[C:12]3[C:17](=[CH:18][CH:19]=2)[CH:16]([C:20]#[N:21])[CH2:15][CH2:14][CH2:13]3)(=[O:9])=[O:8])[CH:6]=[CH:5][CH:4]=[CH:3][CH:2]=1>O1CCCC1>[C:1]1([S:7]([C:10]2[CH:11]=[C:12]3[C:17](=[CH:18][CH:19]=2)[CH:16]([CH2:20][NH2:21])[CH2:15][CH2:14][CH2:13]3)(=[O:9])=[O:8])[CH:2]=[CH:3][CH:4]=[CH:5][CH:6]=1. Procedure details: 6-Benzenesulfonyl-1,2,3,4-tetrahydro-naphthalene-1-carbonitrile was dissolved in 100 mL of dry tetrahydrofuran (THF), and the mixture was stirred while cooling in an ice bath. Borane-THF complex (40 mL) was added to the cold, stirring solution, and the reaction mixture was stirred under nitrogen for 15 hours at room temperature. The reaction mixture was carefully quenched by addition of 20 mL of 20% HCl and 60 mL of methanol. The solvents were removed under reduced pressure, and the aqueous resi...